This data is from the Open Reaction Database (ORD), a public repository of structured organic reaction records. The task is: describe an organic reaction: reactants, conditions, products, and yield Reactants: [BH4-], C1CCOC1, CCO, O=Cc1ccc2c(c1)C=C(C(=O)O)C(C(F)(F)F)O2, [Na+]. Yields the product O=C(O)C1=Cc2cc(CO)ccc2OC1C(F)(F)F. Reaction SMILES: [BH4-:20].[CH2:22]1[O:23][CH2:24][CH2:25][CH2:26]1.[CH3:27][CH2:28][OH:29].[CH:1](=[O:2])[c:3]1[cH:4][cH:5][c:6]2[c:7]([cH:19]1)[CH:8]=[C:9]([C:16](=[O:17])[OH:18])[CH:10]([C:12]([F:13])([F:14])[F:15])[O:11]2.[Na+:21]>>[CH2:1]([OH:2])[c:3]1[cH:4][cH:5][c:6]2[c:7]([cH:19]1)[CH:8]=[C:9]([C:16](=[O:17])[OH:18])[CH:10]([C:12]([F:13])([F:14])[F:15])[O:11]2. Starting materials: O=c1ccc2cc(CBr)ccc2o1, O=C([O-])O, CN(C)C=O, CCOC(C)=O, CC(=O)O, O=C1Nc2ccccc2C(c2ccccc2F)=NC1N1C(=O)c2ccccc2C1=O, [H-], [Na+], [Na+], O. Product: O=C1C(N2C(=O)c3ccccc3C2=O)N=C(c2ccccc2F)c2ccccc2N1Cc1ccc2oc(=O)ccc2c1. RXN SMILES: [Br:33][CH2:34][c:35]1[cH:36][c:37]2[cH:38][cH:39][c:40](=[O:45])[o:41][c:42]2[cH:43][cH:44]1.[C:46](=[O:47])([OH:48])[O-:49].[CH3:51][N:52]([CH3:53])[CH:54]=[O:55].[CH3:57][CH2:58][O:59][C:60](=[O:61])[CH3:62].[CH3:63][C:64](=[O:65])[OH:66].[F:3][c:4]1[c:5]([C:10]2=[N:11][CH:12]([N:22]3[C:23](=[O:32])[c:24]4[c:25]([cH:28][cH:29][cH:30][cH:31]4)[C:26]3=[O:27])[C:13](=[O:21])[NH:14][c:15]3[c:16]2[cH:17][cH:18][cH:19][cH:20]3)[cH:6][cH:7][cH:8][cH:9]1.[H-:1].[Na+:2].[Na+:50].[OH2:56]>>[F:3][c:4]1[c:5]([C:10]2=[N:11][CH:12]([N:22]3[C:23](=[O:32])[c:24]4[c:25]([cH:28][cH:29][cH:30][cH:31]4)[C:26]3=[O:27])[C:13](=[O:21])[N:14]([CH2:34][c:35]3[cH:36][c:37]4[cH:38][cH:39][c:40](=[O:45])[o:41][c:42]4[cH:43][cH:44]3)[c:15]3[c:16]2[cH:17][cH:18][cH:19][cH:20]3)[cH:6][cH:7][cH:8][cH:9]1.